This data is from the Open Reaction Database (ORD), a public repository of structured organic reaction records. The task is: describe an organic reaction: reactants, conditions, products, and yield Reaction SMILES: [Cl:1][c:2]1[cH:3][c:4]([C:5](=[O:6])[OH:7])[cH:8][cH:9][c:10]1[C:11](=[O:12])[O:13][CH3:14].[O:23]1[CH2:24][CH2:25][CH2:26][CH2:27]1.[OH:15][N:16]1[C:17](=[O:22])[CH2:18][CH2:19][C:20]1=[O:21]>>[Cl:1][c:2]1[cH:3][c:4]([C:5](=[O:6])[O:7][N:16]2[C:17](=[O:22])[CH2:18][CH2:19][C:20]2=[O:21])[cH:8][cH:9][c:10]1[C:11](=[O:12])[O:13][CH3:14]. The product is COC(=O)c1ccc(C(=O)ON2C(=O)CCC2=O)cc1Cl. The reactants are COC(=O)c1ccc(C(=O)O)cc1Cl, C1CCOC1, O=C1CCC(=O)N1O.